describe an organic reaction: reactants, conditions, products, and yield From a dataset of the Open Reaction Database (ORD), a public repository of structured organic reaction records. The reactants are N(=[N+]=[N-])CCOCCOS(=O)(=O)C1=CC=C(C=C1)C (Toluene-4-Sulfonic Acid 2-(2-Azido-Ethoxy)-Ethyl Ester), OS(=O)[O-].[Na+] (NaHSO3), C1=CC(=CC(=C1)Cl)C(=O)OO (mCPBA). Run in C(Cl)Cl (CH2Cl2). Run at time 16 hour. Yields the product pet. ether AcOEt, N(=[N+]=[N-])CCOCCS(=O)(=O)CCO (2-[2-(2-Azido-Ethoxy)-Ethylsulfonyl]-Ethanol). The yield is 86.0%. RXN SMILES: [N:1]([CH2:4][CH2:5][O:6][CH2:7][CH2:8]OS(C1C=CC(C)=CC=1)(=O)=O)=[N+:2]=[N-:3].C1C=C(Cl)C=[C:22]([C:27]([O:29]O)=O)C=1.[OH:31][S:32]([O-])=[O:33].[Na+]>C(Cl)Cl>[N:1]([CH2:4][CH2:5][O:6][CH2:7][CH2:8][S:32]([CH2:22][CH2:27][OH:29])(=[O:33])=[O:31])=[N+:2]=[N-:3] |f:2.3|. Procedure details: A solution of sulfide 3 (8.41 g, 44 mmol) in CH2Cl2 (100 ml) was cooled in an ice bath. mCPBA (84% purity, 27.1 g, 3 equiv.) was added portion wise and the resulting solution was stirred at RT for 16 h. An aqueous 1 M NaHSO3 solution (20 ml) was added, and the resulting suspension was vigorously stirred at RT for 30 min. The white m-chlorobenzoic acid precipitate was filtrated over a celite pad. The organic layer was washed with a saturated aqueous NaHCO3 solution (3×20 ml), dried over MgSO4, fi... The reactants are C1(CCCCC1)NC(=O)C1=CC=C(C2=CC=CC=C12)S(NC1CCNCC1)(=O)=O (4-(piperidin-4-ylsulfamoyl)-naphthalene-1-carboxylic acid cyclohexylamide), C(CCC)(=O)Cl (butyryl chloride), ClC(=O)OCC (ethyl chloroformate). The product is C1(=CC(=CC=C1)NC(=O)C1=CC=C(C2=CC=CC=C12)S(NC1CCN(CC1)C(CCC)=O)(=O)=O)C (4-(1-Butyryl-piperidin-4-ylsulfamoyl)-naphthalene-1-carboxylic acid m-tolylamide). As a reaction SMILES: [CH:1]1([NH:7][C:8]([C:10]2[C:19]3[C:14](=[CH:15][CH:16]=[CH:17][CH:18]=3)[C:13]([S:20](=[O:29])(=[O:28])[NH:21][CH:22]3[CH2:27][CH2:26][NH:25][CH2:24][CH2:23]3)=[CH:12][CH:11]=2)=[O:9])[CH2:6][CH2:5][CH2:4][CH2:3][CH2:2]1.[C:30](Cl)(=[O:34])[CH2:31][CH2:32][CH3:33].Cl[C:37](OCC)=O>>[C:3]1([CH3:37])[CH:4]=[CH:5][CH:6]=[C:1]([NH:7][C:8]([C:10]2[C:19]3[C:14](=[CH:15][CH:16]=[CH:17][CH:18]=3)[C:13]([S:20](=[O:29])(=[O:28])[NH:21][CH:22]3[CH2:23][CH2:24][N:25]([C:30](=[O:34])[CH2:31][CH2:32][CH3:33])[CH2:26][CH2:27]3)=[CH:12][CH:11]=2)=[O:9])[CH:2]=1. Procedure details: The title compound was prepared according to the general procedure in Scheme 11, substituting 4-(piperidin-4-ylsulfamoyl)-naphthalene-1-carboxylic acid m-tolylamide for 4-(piperidin-4-ylsulfamoyl)-naphthalene-1-carboxylic acid cyclohexylamide, and butyryl chloride for ethyl chloroformate. 1H NMR (300 MHz, CDCl3) δ 8.65 (d, 1H), 8.35 (d, 1H), 8.27 (m, 2H), 7.70 (m, 2H), 7.60 (s, 1H), 7.52 (m, 1H), 7.28 (m, 2H), 7.02 (d, 1H), 5.10 (d, 1H), 4.07 (m, 1H), 3.58 (m, 1H), 3.23 (m, 1H), 2.90 (m, 1H), 2.... The reactants are CCOc1cc(C(C)(C)C)ncc1C1=NC(C)(c2ccc(Cl)cc2)C(C)(c2ccc(Cl)cc2)N1C(=O)Cl, CS(=O)(=O)N1CCNCC1. Product: CCOc1cc(C(C)(C)C)ncc1C1=NC(C)(c2ccc(Cl)cc2)C(C)(c2ccc(Cl)cc2)N1C(=O)N1CCN(S(C)(=O)=O)CC1. RXN SMILES: [C:1]([CH3:2])([CH3:3])([CH3:4])[c:5]1[cH:6][c:7]([O:35][CH2:36][CH3:37])[c:8]([C:11]2=[N:15][C:14]([CH3:16])([c:17]3[cH:18][cH:19][c:20]([Cl:23])[cH:21][cH:22]3)[C:13]([CH3:24])([c:25]3[cH:26][cH:27][c:28]([Cl:31])[cH:29][cH:30]3)[N:12]2[C:32](=[O:33])[Cl:34])[cH:9][n:10]1.[CH3:38][S:39](=[O:40])(=[O:41])[N:42]1[CH2:43][CH2:44][NH:45][CH2:46][CH2:47]1>>[C:1]([CH3:2])([CH3:3])([CH3:4])[c:5]1[cH:6][c:7]([O:35][CH2:36][CH3:37])[c:8]([C:11]2=[N:15][C:14]([CH3:16])([c:17]3[cH:18][cH:19][c:20]([Cl:23])[cH:21][cH:22]3)[C:13]([CH3:24])([c:25]3[cH:26][cH:27][c:28]([Cl:31])[cH:29][cH:30]3)[N:12]2[C:32](=[O:33])[N:45]2[CH2:44][CH2:43][N:42]([S:39]([CH3:38])(=[O:40])=[O:41])[CH2:47][CH2:46]2)[cH:9][n:10]1. The reactants are O=C(n1ccnc1)n1ccnc1, CN(C)C=O, NS(=O)(=O)C1CC1, CN1CCN(c2cccc(C3Nc4c(cc(Cl)cc4C(=O)O)CC3(C)C)c2)CC1, [H-], [Na+]. Yields the product CN1CCN(c2cccc(C3Nc4c(cc(Cl)cc4C(=O)NS(=O)(=O)C4CC4)CC3(C)C)c2)CC1. As a reaction SMILES: [C:39]([n:40]1[cH:41][cH:42][n:43][cH:44]1)([n:45]1[cH:46][cH:47][n:48][cH:49]1)=[O:50].[CH3:51][N:52]([CH3:53])[CH:54]=[O:55].[CH:3]1([S:6](=[O:7])(=[O:8])[NH2:9])[CH2:4][CH2:5]1.[Cl:10][c:11]1[cH:12][c:13]2[c:18]([c:19]([C:21](=[O:22])[OH:23])[cH:20]1)[NH:17][CH:16]([c:24]1[cH:25][c:26]([N:30]3[CH2:31][CH2:32][N:33]([CH3:36])[CH2:34][CH2:35]3)[cH:27][cH:28][cH:29]1)[C:15]([CH3:37])([CH3:38])[CH2:14]2.[H-:1].[Na+:2]>>[CH:3]1([S:6](=[O:7])(=[O:8])[NH:9][C:21]([c:19]2[c:18]3[c:13]([cH:12][c:11]([Cl:10])[cH:20]2)[CH2:14][C:15]([CH3:37])([CH3:38])[CH:16]([c:24]2[cH:25][c:26]([N:30]4[CH2:31][CH2:32][N:33]([CH3:36])[CH2:34][CH2:35]4)[cH:27][cH:28][cH:29]2)[NH:17]3)=[O:22])[CH2:4][CH2:5]1. Reactants: C(N)(=N)NN=CC1=CC=CC=C1 (benzaldehyde guanylhydrazone), BrCC(CC)=O (1-bromo-2-butanone). The solvent is C(C)O (ethanol). Product: NC=1N(C=C(N1)CC)N=CC1=CC=CC=C1 (2-Amino-1-benzylideneamino-4-ethyl-imidazole). As a reaction SMILES: [C:1]([NH:4][N:5]=[CH:6][C:7]1[CH:12]=[CH:11][CH:10]=[CH:9][CH:8]=1)(=[NH:3])[NH2:2].Br[CH2:14][C:15](=O)[CH2:16][CH3:17]>C(O)C>[NH2:3][C:1]1[N:4]([N:5]=[CH:6][C:7]2[CH:12]=[CH:11][CH:10]=[CH:9][CH:8]=2)[CH:14]=[C:15]([CH2:16][CH3:17])[N:2]=1. Procedure details: A solution of 1.62 g (0.01 mol) of benzaldehyde guanylhydrazone and 0.84 g (0.005 mol) of 1-bromo-2-butanone (Aldrich, Buchs, Switzerland; tech. 90%, Cat. no. 24,329-9) in 5 ml of ethanol is stirred for one hour in an ice-water bath and for 16 hours at 20° C. The reaction mixture is then concentrated to dryness by evaporation. The residue is taken up in lethyl acetate, washed twice with water and once with dilute sodium chloride solution, and dried over MgSO4. The ethyl acetate solution is conce... Reactants: Cl, COc1cc(-c2nc3sccn3c2-c2ccnc(NC3CCN(C(=O)OC(C)(C)C)CC3)n2)ccc1F, C1COCCO1. The product is Cl, COc1cc(-c2nc3sccn3c2-c2ccnc(NC3CCNCC3)n2)ccc1F. RXN SMILES: [ClH:38].[F:1][c:2]1[c:3]([O:36][CH3:37])[cH:4][c:5](-[c:8]2[n:9][c:10]3[s:11][cH:12][cH:13][n:14]3[c:15]2-[c:16]2[n:17][c:18]([NH:22][CH:23]3[CH2:24][CH2:25][N:26]([C:29]([O:30][C:31]([CH3:32])([CH3:33])[CH3:34])=[O:35])[CH2:27][CH2:28]3)[n:19][cH:20][cH:21]2)[cH:6][cH:7]1.[O:39]1[CH2:40][CH2:41][O:42][CH2:43][CH2:44]1>>[ClH:38].[F:1][c:2]1[c:3]([O:36][CH3:37])[cH:4][c:5](-[c:8]2[n:9][c:10]3[s:11][cH:12][cH:13][n:14]3[c:15]2-[c:16]2[n:17][c:18]([NH:22][CH:23]3[CH2:24][CH2:25][NH:26][CH2:27][CH2:28]3)[n:19][cH:20][cH:21]2)[cH:6][cH:7]1. The reactants are Br.C(C)(=O)O (hydrogen bromide acetic acid), C(C1=CC=CC=C1)OC(=O)NC1(CC1)C=1C(=CC2=C3N(C(COC31)CF)C=C(C2=O)C(=O)OCC)F (ethyl 10-(1-benzyloxycarbonylaminocyclopropyl)-9-fluoro-3-fluoromethyl-7-oxo-2,3-dihydro-7H-pyrido[1,2,3-de][1,4]benzoxazine-6carboxylate), C(C)OCC (diethyl ether). Run in O (water). Conditions: time 1 hour. The product is NC1(CC1)C=1C(=CC2=C3N(C(COC31)CF)C=C(C2=O)C(=O)OCC)F (ethyl 10-(1-aminocyclopropyl)-9-fluoro-3-fluoromethyl-7-oxo-2,3-dihydro-7H-pyrido[1,2,3-de][1,4]benzoxazine-6-carboxylate). Yield: 92.1%. RXN SMILES: Br.C(O)(=O)C.C(OC([NH:16][C:17]1([C:20]2[C:21]([F:41])=[CH:22][C:23]3[C:34](=[O:35])[C:33]([C:36]([O:38][CH2:39][CH3:40])=[O:37])=[CH:32][N:25]4[CH:26]([CH2:30][F:31])[CH2:27][O:28][C:29]=2[C:24]=34)[CH2:19][CH2:18]1)=O)C1C=CC=CC=1.C(OCC)C>O>[NH2:16][C:17]1([C:20]2[C:21]([F:41])=[CH:22][C:23]3[C:34](=[O:35])[C:33]([C:36]([O:38][CH2:39][CH3:40])=[O:37])=[CH:32][N:25]4[CH:26]([CH2:30][F:31])[CH2:27][O:28][C:29]=2[C:24]=34)[CH2:18][CH2:19]1 |f:0.1|. Reported procedure: 1 ml of a 30% hydrogen bromide-acetic acid solution was added to 52 mg of ethyl 10-(1-benzyloxycarbonylaminocyclopropyl)-9-fluoro-3-fluoromethyl-7-oxo-2,3-dihydro-7H-pyrido[1,2,3-de][1,4]benzoxazine-6carboxylate. The resulting mixture was stirred at room temperature for 1 hour. The reaction mixture was concentrated under reduced pressure. To the residue obtained were added 10 ml of diethyl ether and 20 ml of water in this order. The aqueous layer was separated and 20 ml of ethyl acetate was adde...